From a dataset of the Open Reaction Database (ORD), a public repository of structured organic reaction records. describe an organic reaction: reactants, conditions, products, and yield Reactants: NCC1=NC=CC=C1 (2-Aminomethylpyridine), ClC=1C=C2C(=NC1)C=CC1=C(C2=O)C=C(C=C1)CS(=O)(=O)N(C1=CC=CC=C1)C (1-(3-chloro-5-oxo-5H-benzo[4,5]cyclohepta[1,2-b]pyridin-7-yl)-N-methyl-N-phenylmethanesulfonamide), C(O)([O-])=O.[Na+] (sodium hydrogen carbonate), ice water. Solvent: CN1C(CCC1)=O (N-methyl-2-pyrrolidinone). Run at temperature 132.5 celsius. The product is ClC=1C=C2C(=NC1)C=CC1=C(C2=O)C=C(C=C1)CS(=O)(=O)NCC1=NC=CC=C1 (1-(3-Chloro-5-oxo-5H-benzo[4,5]cyclohepta[1,2-b]pyridin-7-yl)-N-(pyridin-2-ylmethyl)methanesulfonamide). RXN SMILES: [NH2:1][CH2:2][C:3]1[CH:8]=[CH:7][CH:6]=[CH:5][N:4]=1.[Cl:9][C:10]1[CH:11]=[C:12]2[C:20](=[O:21])[C:19]3[CH:22]=[C:23]([CH2:26][S:27](N(C)C4C=CC=CC=4)(=[O:29])=[O:28])[CH:24]=[CH:25][C:18]=3[CH:17]=[CH:16][C:13]2=[N:14][CH:15]=1.C(=O)([O-])O.[Na+]>CN1CCCC1=O>[Cl:9][C:10]1[CH:11]=[C:12]2[C:20](=[O:21])[C:19]3[CH:22]=[C:23]([CH2:26][S:27]([NH:1][CH2:2][C:3]4[CH:8]=[CH:7][CH:6]=[CH:5][N:4]=4)(=[O:29])=[O:28])[CH:24]=[CH:25][C:18]=3[CH:17]=[CH:16][C:13]2=[N:14][CH:15]=1 |f:2.3|. Procedure: 2-Aminomethylpyridine (55.9 ml, 546 mmol) was added to a solution of 1-(3-chloro-5-oxo-5H-benzo[4,5]cyclohepta[1,2-b]pyridin-7-yl)-N-methyl-N-phenylmethanesulfonamide (51.6 g, 121 mmol) in N-methyl-2-pyrrolidinone (1214 ml) at room temperature. The solution was then heated to 130-135° C. for 2 h in a pre-warmed oil bath. The solution was then cooled to room temperature and poured into aqueous sodium hydrogen carbonate (saturated, 3.0 L) and 500 mL ice-water and extracted with ethyl acetate (3×50... Starting materials: C(C1=CC=CC=C1)OC1CC(NC(C1)(C)C)(C)C (4-benzyloxy-2,2,6,6,-tetramethylpiperidine), BrCC(=O)OCC (ethyl α-bromoacetate). Run in C(C)O (ethyl alcohol). Yields the product C(C1=CC=CC=C1)OC1CC(N(C(C1)(C)C)CC(=O)OCC)(C)C (4-benzyloxy-1-ethoxycarbonylmethyl-2,2,6,6-tetramethylpiperidine). RXN SMILES: [CH2:1]([O:8][CH:9]1[CH2:14][C:13]([CH3:16])([CH3:15])[NH:12][C:11]([CH3:18])([CH3:17])[CH2:10]1)[C:2]1[CH:7]=[CH:6][CH:5]=[CH:4][CH:3]=1.Br[CH2:20][C:21]([O:23][CH2:24][CH3:25])=[O:22]>C(O)C>[CH2:1]([O:8][CH:9]1[CH2:14][C:13]([CH3:16])([CH3:15])[N:12]([CH2:20][C:21]([O:23][CH2:24][CH3:25])=[O:22])[C:11]([CH3:18])([CH3:17])[CH2:10]1)[C:2]1[CH:3]=[CH:4][CH:5]=[CH:6][CH:7]=1. Reported procedure: A mixture of 4-benzyloxy-2,2,6,6,-tetramethylpiperidine and 1.67 parts of ethyl α-bromoacetate in 30 parts of ethyl alcohol was heated under reflux conditions for 115 hours. The ethyl alcohol solvent was removed by distillation under reduced pressure and the residue fractionally distilled to give 4-benzyloxy-1-ethoxycarbonylmethyl-2,2,6,6-tetramethylpiperidine having a boiling point of 145°-6° C. at 0.2 m.m. of Hg. and the following elemental analysis by weight: